Dataset: the Open Reaction Database (ORD), a public repository of structured organic reaction records. Task: describe an organic reaction: reactants, conditions, products, and yield Reactants: COC(=O)CC1=CC=C(OCC(C)NCC(O)C2=CC(=CC=C2)Cl)C=C1 (2-[2-(4-methoxycarbonylmethylphenoxy)-1-methylethyl]amino-1-(3-chlorophenyl)ethanol), C(\C=C\C(=O)O)(=O)O (fumaric acid). The solvent is CO (methanol). Yields the product C(\C=C\C(=O)O)(=O)O.COC(=O)CC1=CC=C(OCC(C)NCC(O)C2=CC(=CC=C2)Cl)C=C1 (2-[2-(4-Methoxycarbonylmethylphenoxy)-1-methylethyl]amino-1-(3-chloropbenyl)ethanol fumarate). The yield is 96.5%. RXN SMILES: [CH3:1][O:2][C:3]([CH2:5][C:6]1[CH:26]=[CH:25][C:9]([O:10][CH2:11][CH:12]([NH:14][CH2:15][CH:16]([C:18]2[CH:23]=[CH:22][CH:21]=[C:20]([Cl:24])[CH:19]=2)[OH:17])[CH3:13])=[CH:8][CH:7]=1)=[O:4].[C:27]([OH:34])(=[O:33])/[CH:28]=[CH:29]/[C:30]([OH:32])=[O:31]>CO>[C:27]([OH:34])(=[O:33])/[CH:28]=[CH:29]/[C:30]([OH:32])=[O:31].[CH3:1][O:2][C:3]([CH2:5][C:6]1[CH:26]=[CH:25][C:9]([O:10][CH2:11][CH:12]([NH:14][CH2:15][CH:16]([C:18]2[CH:23]=[CH:22][CH:21]=[C:20]([Cl:24])[CH:19]=2)[OH:17])[CH3:13])=[CH:8][CH:7]=1)=[O:4] |f:3.4|. Reported procedure: A mixture of 10.0 g of 2-[2-(4-methoxycarbonylmethylphenoxy)-1-methylethyl]amino-1-(3-chlorophenyl)ethanol (prepared as described in Example 3) and 2.8 g of fumaric acid was dissolved in methanol and then the methanol was removed by distillation under reduced pressure. The residue was recrystallized from ethyl acetate, to give 11.5 g of the title compound as crystals, melting at 130°-146° C.